Dataset: the Open Reaction Database (ORD), a public repository of structured organic reaction records. Task: describe an organic reaction: reactants, conditions, products, and yield Reactants: CS(=O)(=O)OC1CN(C1)C=1SC=C(N1)C(NC1CCN(CC1)C(=O)OCC1=CC=C(C=C1)[N+](=O)[O-])=O (3-methanesulfonyloxy-1-{4-[1-(p-nitrobenzyloxycarbonyl)-piperidin-4-ylcarbamoyl]-1,3-thiazol-2-yl}azetidine), C(C)(=S)[O-].[K+] (potassium thioacetate). Run in CN(C=O)C (dimethylformamide). Run at temperature 80 celsius, time 8 hour. The product is C(C)(=O)SC1CN(C1)C=1SC=C(N1)C(NC1CCN(CC1)C(=O)OCC1=CC=C(C=C1)[N+](=O)[O-])=O (3-acetylthio-1-{4-[1-(p-nitrobenzyloxycarbonyl)-piperidin-4-ylcarbamoyl]-1,3-thiazol-2-yl}azetidine). Isolated yield 69.7%. Reaction SMILES: CS(O[CH:6]1[CH2:9][N:8]([C:10]2[S:11][CH:12]=[C:13]([C:15](=[O:36])[NH:16][CH:17]3[CH2:22][CH2:21][N:20]([C:23]([O:25][CH2:26][C:27]4[CH:32]=[CH:31][C:30]([N+:33]([O-:35])=[O:34])=[CH:29][CH:28]=4)=[O:24])[CH2:19][CH2:18]3)[N:14]=2)[CH2:7]1)(=O)=O.[C:37]([O-:40])(=[S:39])[CH3:38].[K+]>CN(C)C=O>[C:37]([S:39][CH:6]1[CH2:7][N:8]([C:10]2[S:11][CH:12]=[C:13]([C:15](=[O:36])[NH:16][CH:17]3[CH2:22][CH2:21][N:20]([C:23]([O:25][CH2:26][C:27]4[CH:32]=[CH:31][C:30]([N+:33]([O-:35])=[O:34])=[CH:29][CH:28]=4)=[O:24])[CH2:19][CH2:18]3)[N:14]=2)[CH2:9]1)(=[O:40])[CH3:38] |f:1.2|. Procedure details: To a solution of 3-methanesulfonyloxy-1-{4-[1-(p-nitrobenzyloxycarbonyl)-piperidin-4-ylcarbamoyl]-1,3-thiazol-2-yl}azetidine (390 mg, 0.723 mmol) (obtained as described in Reference Example 51(7)) in dimethylformamide (20 ml) was added potassium thioacetate (496 mg, 4.34 mmol) at room temperature. The mixture was stirred in an oil bath (80° C.) overnight. After checking the completion of the reaction, the reaction mixture was partitioned between ethyl acetate and 10% aqueous sodium chloride solu... The reactants are CC=1NC=CC1C (2,3-dimethyl-pyrrole), C=O (paraformaldehyde), C(C)(=O)O (acetic acid), I (hydriodic acid), [PH2](=O)O (hypophosphorous acid). Yields the product CC1=C(C(=C(N1)C)C)C (Tetramethyl-pyrrole). Isolated yield 51.0%. Reaction SMILES: [CH3:1][C:2]1[NH:3][CH:4]=[CH:5][C:6]=1[CH3:7].I.[PH2](O)=O.C=O.[C:14](O)(=O)[CH3:15]>>[CH3:5][C:4]1[NH:3][C:2]([CH3:1])=[C:6]([CH3:7])[C:14]=1[CH3:15]. Reported procedure: As in Example 58, using 2,3-dimethyl-pyrrole (2 g), acetic acid (50 ml), hydriodic acid (50 ml), hypophosphorous acid (5 ml) and paraformaldehyde (1.2 g). Yield 51%, m.p. 105°-107°. Anal. Found: C, 77.81; H, 10.32; N, 11.45. Yields the product CCn1cc(-c2ccnc3[nH]ccc23)c(-c2ccc([N+](=O)[O-])cc2)n1. Reaction SMILES: [Br:26][c:27]1[c:28]2[c:29]([n:30][cH:31][cH:32]1)[nH:33][cH:34][cH:35]2.[C:36](=[O:37])([O-:38])[O-:39].[CH2:119]1[O:120][CH2:121][CH2:122][O:123][CH2:124]1.[CH2:1]([CH3:2])[n:3]1[n:4][c:5](-[c:17]2[cH:18][cH:19][c:20]([N+:23](=[O:24])[O-:25])[cH:21][cH:22]2)[c:6]([B:8]2[O:9][C:10]([CH3:11])([CH3:12])[C:13]([CH3:14])([CH3:15])[O:16]2)[cH:7]1.[K+:40].[K+:41].[cH:42]1[cH:43][cH:44][c:45]([P:46]([Pd:47]([P:48]([c:49]2[cH:50][cH:51][cH:52][cH:53][cH:54]2)([c:55]2[cH:56][cH:57][cH:58][cH:59][cH:60]2)[c:61]2[cH:62][cH:63][cH:64][cH:65][cH:66]2)([P:67]([c:68]2[cH:69][cH:70][cH:71][cH:72][cH:73]2)([c:74]2[cH:75][cH:76][cH:77][cH:78][cH:79]2)[c:80]2[cH:81][cH:82][cH:83][cH:84][cH:85]2)[P:86]([c:87]2[cH:88][cH:89][cH:90][cH:91][cH:92]2)([c:93]2[cH:94][cH:95][cH:96][cH:97][cH:98]2)[c:99]2[cH:100][cH:101][cH:102][cH:103][cH:104]2)([c:105]2[cH:106][cH:107][cH:108][cH:109][cH:110]2)[c:111]2[cH:112][cH:113][cH:114][cH:115][cH:116]2)[cH:117][cH:118]1>>[CH2:1]([CH3:2])[n:3]1[n:4][c:5](-[c:17]2[cH:18][cH:19][c:20]([N+:23](=[O:24])[O-:25])[cH:21][cH:22]2)[c:6](-[c:27]2[c:28]3[c:29]([n:30][cH:31][cH:32]2)[nH:33][cH:34][cH:35]3)[cH:7]1. Starting materials: Brc1ccnc2[nH]ccc12, O=C([O-])[O-], C1COCCO1, CCn1cc(B2OC(C)(C)C(C)(C)O2)c(-c2ccc([N+](=O)[O-])cc2)n1, [K+], [K+], c1ccc(P(c2ccccc2)(c2ccccc2)[Pd](P(c2ccccc2)(c2ccccc2)c2ccccc2)(P(c2ccccc2)(c2ccccc2)c2ccccc2)P(c2ccccc2)(c2ccccc2)c2ccccc2)cc1. Reactants: C(C)OC(=O)C1=CC=C(C=C1)C1=CC=C(C=C1)O (4'-hydroxybiphenyl-4-carboxylic acid ethyl ester), BrCCCCCCCCCCCCBr (1,12-dibromododecane), C([O-])([O-])=O.[K+].[K+] (potassium carbonate). The solvent is CC(=O)C (acetone). The product is C(C)OC(=O)C1=CC=C(C=C1)C1=CC=C(C=C1)OCCCCCCCCCCCCBr (4'-(12-bromododecyloxy)biphenyl-4-carboxylic acid ethyl ester). The yield is 67.0%. Reaction SMILES: [CH2:1]([O:3][C:4]([C:6]1[CH:11]=[CH:10][C:9]([C:12]2[CH:17]=[CH:16][C:15]([OH:18])=[CH:14][CH:13]=2)=[CH:8][CH:7]=1)=[O:5])[CH3:2].[Br:19][CH2:20][CH2:21][CH2:22][CH2:23][CH2:24][CH2:25][CH2:26][CH2:27][CH2:28][CH2:29][CH2:30][CH2:31]Br.C(=O)([O-])[O-].[K+].[K+]>CC(C)=O>[CH2:1]([O:3][C:4]([C:6]1[CH:11]=[CH:10][C:9]([C:12]2[CH:13]=[CH:14][C:15]([O:18][CH2:31][CH2:30][CH2:29][CH2:28][CH2:27][CH2:26][CH2:25][CH2:24][CH2:23][CH2:22][CH2:21][CH2:20][Br:19])=[CH:16][CH:17]=2)=[CH:8][CH:7]=1)=[O:5])[CH3:2] |f:2.3.4|. Procedure details: An acetone solution of 90 m moles(21.8 g) of the above 4'-hydroxybiphenyl-4-carboxylic acid ethyl ester, 0.15 mole(49.2 g) of 1,12-dibromododecane, and 0.4 mole(55.3 g) of potassium carbonate was refluxed for four hours. The reaction sloution was filtered. The filtrate was concentrated, and then purified by column chromatography, to obtain 29.5 g of 4'-(12-bromododecyloxy)biphenyl-4-carboxylic acid ethyl ester [m.p. 88.6°-90.5° C⟧ (yield: 67%) Starting materials: O=C1c2ccccc2C(=O)N1CCBr, CN(C)C=O, Oc1ccncc1. Product: O=C1c2ccccc2C(=O)N1CCOc1ccncc1. Reaction SMILES: [Br:8][CH2:9][CH2:10][N:11]1[C:12](=[O:21])[c:13]2[c:14]([cH:17][cH:18][cH:19][cH:20]2)[C:15]1=[O:16].[O:22]=[CH:23][N:24]([CH3:25])[CH3:26].[OH:1][c:2]1[cH:3][cH:4][n:5][cH:6][cH:7]1>>[O:1]([c:2]1[cH:3][cH:4][n:5][cH:6][cH:7]1)[CH2:9][CH2:10][N:11]1[C:12](=[O:21])[c:13]2[c:14]([cH:17][cH:18][cH:19][cH:20]2)[C:15]1=[O:16]. Reactants: ClC=1C=C(C=CC1S(=O)(=O)C)[C@H](C(=O)O)CC1CCCC1 (2(R)-(3-chloro-4-methanesulfonyl-phenyl)-3-cyclopentyl-propionic acid), solution, C(C(=O)Cl)(=O)Cl (oxalyl chloride), COC=1C=C(C=CC1)C=1N=CC(=NC1)N (5-(3-methoxy-phenyl)-pyrazin-2-ylamine), N1=C(C=CC=C1C)C (2,6-lutidine). The reagents and catalysts are CN(C=O)C (N,N-dimethylformamide). The solvent is C(Cl)Cl (methylene chloride), O (water), C(Cl)Cl (methylene chloride), O1CCCC1 (tetrahydrofuran). Reaction conditions: temperature 0 celsius, time 30 minute. The product is hexanes ethyl acetate, ClC=1C(=C(C=CC1)[C@H](C(=O)NC1=NC=C(N=C1)C1=CC(=CC=C1)OC)CC1CCCC1)S(=O)(=O)C (2(R)-(3-chloro-methanesulfonyl-phenyl)-3-cyclopentyl-N-[5-(3-methoxy-phenyl)-pyrazin-2-yl]-propionamide). The yield is 83.0%. RXN SMILES: [Cl:1][C:2]1[CH:3]=[C:4]([C@@H](CC2CCCC2)C(O)=O)[CH:5]=[CH:6][C:7]=1[S:8]([CH3:11])(=[O:10])=[O:9].[C:22](Cl)(=[O:26])[C:23](Cl)=O.[CH3:28][O:29][C:30]1[CH:31]=[C:32]([C:36]2[N:37]=[CH:38][C:39]([NH2:42])=[N:40][CH:41]=2)[CH:33]=[CH:34][CH:35]=1.N1[C:48](C)=[CH:47][CH:46]=[CH:45][C:44]=1[CH3:50]>C(Cl)Cl.CN(C)C=O.O1CCCC1.O>[Cl:1][C:2]1[C:7]([S:8]([CH3:11])(=[O:9])=[O:10])=[C:6]([C@@H:23]([CH2:50][CH:44]2[CH2:45][CH2:46][CH2:47][CH2:48]2)[C:22]([NH:42][C:39]2[CH:38]=[N:37][C:36]([C:32]3[CH:33]=[CH:34][CH:35]=[C:30]([O:29][CH3:28])[CH:31]=3)=[CH:41][N:40]=2)=[O:26])[CH:5]=[CH:4][CH:3]=1. Procedure: A solution of 2(R)-(3-chloro-4-methanesulfonyl-phenyl)-3-cyclopentyl-propionic acid (prepared as in Example 1, 300 mg, 0.91 mmol) in methylene chloride (15 mL) cooled to 0° C. was treated with a 2.0M solution of oxalyl chloride in methylene chloride (522 μL, 1.04 mmol) and N,N-dimethylformamide (1 drop). The reaction mixture was stirred at 0° C. for 30 min, concentrated in vacuo, and azeotroped with methylene chloride (2 mL) two times. The resulting oil was dissolved in tetrahydrofuran (5 mL) at... Starting materials: [N+](=O)([O-])C1=CC=C(C(=O)Cl)C=C1 (4-nitro-benzoyl chloride), CCN(C(C)C)C(C)C (DIEA), C(CCCCCCCCCCC)N (dodecylamine). The solvent is C(Cl)Cl (DCM). Run at temperature 0 celsius, time 30 minute. Yields the product C(CCCCCCCCCCC)NC(C1=CC=C(C=C1)[N+](=O)[O-])=O (N-dodecyl-4-nitrobenzamide). Isolated yield 100.8%. RXN SMILES: [N+:1]([C:4]1[CH:12]=[CH:11][C:7]([C:8](Cl)=[O:9])=[CH:6][CH:5]=1)([O-:3])=[O:2].CCN(C(C)C)C(C)C.[CH2:22]([NH2:34])[CH2:23][CH2:24][CH2:25][CH2:26][CH2:27][CH2:28][CH2:29][CH2:30][CH2:31][CH2:32][CH3:33]>C(Cl)Cl>[CH2:22]([NH:34][C:8](=[O:9])[C:7]1[CH:11]=[CH:12][C:4]([N+:1]([O-:3])=[O:2])=[CH:5][CH:6]=1)[CH2:23][CH2:24][CH2:25][CH2:26][CH2:27][CH2:28][CH2:29][CH2:30][CH2:31][CH2:32][CH3:33]. Procedure: At 0° C., to a solution of 4-nitro-benzoyl chloride (12.664 g, 68.25 mmol) and DIEA (9.7 g, 75.05 mmol) in anhydrous DCM (200 mL) was added dropwise a solution of dodecylamine (12.650 g, 68.25 mmol in 50 mL of DCM). The reaction mixture was stirred at 0° C. for 30 min, then 1.5 h at rt. The solvents were evaporated and the residue dissolved in boiling AcOEt, washed with water, a 10% aqueous solution of HCl, water, dried over MgSO4 and filtered. The solvents were evaporated to give a yellow solid... Starting materials: C(C)(=O)OCCSC(C1(CO1)C1=C(C=C(C=C1)F)F)(F)F (1-(2-acetoxyethyl)thio-2-(2,4-difluorophenyl)-1,1-difluoro-2,3-epoxypropane), N1N=CN=C1 (1,2,4-triazole), C([O-])([O-])=O.[K+].[K+] (potassium carbonate). The solvent is CN(C)C=O (DMF), C(C)OCC (ethyl ether). Conditions: time 12 hour. Product: C(C)(=O)OCCSC(C(CN1N=CN=C1)(O)C1=C(C=C(C=C1)F)F)(F)F (1-(2-acetoxyethyl)thio-2-(2,4-difluorophenyl)-1,1-difluoro-3-(1H-1,2,4-triazol-1-yl)propan-2-ol). The yield is 44.3%. As a reaction SMILES: [C:1]([O:4][CH2:5][CH2:6][S:7][C:8]([F:21])([F:20])[C:9]1([C:12]2[CH:17]=[CH:16][C:15]([F:18])=[CH:14][C:13]=2[F:19])[O:11][CH2:10]1)(=[O:3])[CH3:2].[NH:22]1[CH:26]=[N:25][CH:24]=[N:23]1.C(=O)([O-])[O-].[K+].[K+]>CN(C=O)C.C(OCC)C>[C:1]([O:4][CH2:5][CH2:6][S:7][C:8]([F:21])([F:20])[C:9]([C:12]1[CH:17]=[CH:16][C:15]([F:18])=[CH:14][C:13]=1[F:19])([OH:11])[CH2:10][N:22]1[CH:26]=[N:25][CH:24]=[N:23]1)(=[O:3])[CH3:2] |f:2.3.4|. Procedure details: To a solution of 1-(2-acetoxyethyl)thio-2-(2,4-difluorophenyl)-1,1-difluoro-2,3-epoxypropane (24.0 g, 0.07 mol) in DMF (250 ml), 1,2,4-triazole (16.6 g, 0.24 mol) and potassium carbonate (33.2 g, 0.24 mol) were added, followed by stirring at room temperature for 12 hours and then at an external temperature of 50° C. for one hour. After the completion of the reaction, the reaction mixture was diluted with ethyl ether and an insoluble matter was filtered off. The ether solution was washed with wat... Starting materials: O (water), Cl (hydrochloric acid), stannous chloride, Cl (hydrogen chloride), C(#N)C=1C=CC2=C(SC3=C(C=C2)C=CC=C3)C1 (3-cyano-dibenzo[b,f]thiepin). Solvent: CCOCC (ether). Run at temperature 0 celsius, time 1 hour. Yields the product C1=CC(=CC=2SC3=C(C=CC21)C=CC=C3)C=O (Dibenzo[b,f]thiepin-3-carboxaldehyde). As a reaction SMILES: Cl.[C:2]([C:4]1[CH:5]=[CH:6][C:7]2[CH:13]=[CH:12][C:11]3[CH:14]=[CH:15][CH:16]=[CH:17][C:10]=3[S:9][C:8]=2[CH:18]=1)#N.[OH2:19]>CCOCC>[CH:6]1[C:7]2[CH:13]=[CH:12][C:11]3[CH:14]=[CH:15][CH:16]=[CH:17][C:10]=3[S:9][C:8]=2[CH:18]=[C:4]([CH:2]=[O:19])[CH:5]=1. Procedure details: Saturate a suspension of anhydrous stannous chloride (378 mg; 2 mmole) in 7.5 ml dry ether with hydrogen chloride at a temperature of 0°-5° C., and add 235 mg (1 mmole) of 3-cyano-dibenzo[b,f]thiepin. Stir for one hour at 0° C. and allow to warm to room temperature (25° C.). Continue stirring at room temperature for approximately 48 hours. Add 5 ml of water and 1 ml 2N hydrochloric acid, and extract with a mixture of 5 ml ether and 5 ml ethyl acetate. When the hydrolysis of the chloro stannate i... Reactants: [Cl-].[NH4+] (ammonium chloride), O (water), C(C)(=O)C=1C2=C(OC1C)C(=CC=C2)NC(C2=C(C=CC=C2Cl)Cl)=O (3-acetyl-7-(2,6-dichlorobenzoylamino)-2-methylbenzo[b]furan), solution, C[Mg]Br (methylmagnesium bromide). The solvent is O1CCCC1 (tetrahydrofuran), O1CCCC1 (tetrahydrofuran). Conditions: time 2 hour. The product is ClC1=C(C(=O)NC2=CC=CC3=C2OC(=C3C(C)(C)O)C)C(=CC=C1)Cl (7-(2,6-dichlorobenzoylamino)-3-(1-hydroxy-1-methylethyl)-2-methylbenzo[b]furan). As a reaction SMILES: [C:1]([C:4]1[C:5]2[CH:13]=[CH:12][CH:11]=[C:10]([NH:14][C:15](=[O:24])[C:16]3[C:21]([Cl:22])=[CH:20][CH:19]=[CH:18][C:17]=3[Cl:23])[C:6]=2[O:7][C:8]=1[CH3:9])(=[O:3])[CH3:2].[CH3:25][Mg]Br.[Cl-].[NH4+].O>O1CCCC1>[Cl:22][C:21]1[CH:20]=[CH:19][CH:18]=[C:17]([Cl:23])[C:16]=1[C:15]([NH:14][C:10]1[C:6]2[O:7][C:8]([CH3:9])=[C:4]([C:1]([OH:3])([CH3:25])[CH3:2])[C:5]=2[CH:13]=[CH:12][CH:11]=1)=[O:24] |f:2.3|. Procedure details: To a solution of 3-acetyl-7-(2,6-dichlorobenzoylamino)-2-methylbenzo[b]furan (100 mg) in tetrahydrofuran (3 ml) was added a 1M solution of methylmagnesium bromide in tetrahydrofuran (0.7 ml) dropwise with ice cooling. The solution was stirred at ambient temperature for 2 hours and to the solution was added aqueous saturated ammonium chloride. Then, the mixture was poured into water and the separated oil was extracted with ethyl acetate. The extract was washed with brine, dried over sodium sulfat...